Dataset: the Open Reaction Database (ORD), a public repository of structured organic reaction records. Task: describe an organic reaction: reactants, conditions, products, and yield Starting materials: CN(C)c1nn(C)c(=O)c2ncn(Cc3ccccc3)c12, CCCC[Mg]CCCC, CC(C)NC(C)C, [Cl-], ClC(Cl)(Cl)C(Cl)(Cl)Cl, [NH4+], C1CCOC1. The product is CN(C)c1nn(C)c(=O)c2nc(Cl)n(Cc3ccccc3)c12. Reaction SMILES: [CH2:17]([c:18]1[cH:19][cH:20][cH:21][cH:22][cH:23]1)[n:24]1[cH:25][n:26][c:27]2[c:28]1[c:29]([N:35]([CH3:36])[CH3:37])[n:30][n:31]([CH3:34])[c:32]2=[O:33].[CH2:1]([Mg:2][CH2:3][CH2:4][CH2:5][CH3:6])[CH2:7][CH2:8][CH3:9].[CH:10]([NH:11][CH:12]([CH3:13])[CH3:14])([CH3:15])[CH3:16].[Cl-:46].[Cl:38][C:39]([C:40]([Cl:41])([Cl:42])[Cl:43])([Cl:44])[Cl:45].[NH4+:47].[O:48]1[CH2:49][CH2:50][CH2:51][CH2:52]1>>[CH2:17]([c:18]1[cH:19][cH:20][cH:21][cH:22][cH:23]1)[n:24]1[c:25]([Cl:38])[n:26][c:27]2[c:28]1[c:29]([N:35]([CH3:36])[CH3:37])[n:30][n:31]([CH3:34])[c:32]2=[O:33]. Reactants: [H-].[Al+3].[Li+].[H-].[H-].[H-] (Lithium aluminum hydride), O([Si](C1=CC=CC=C1)(C1=CC=CC=C1)C(C)(C)C)CCC1(CCCCC1)CCOC=1C=C(C=C(C(=O)[O-])C1)C(=O)[O-] (5-[2-[1-[2-(tert-butyldiphenylsiloxy)ethyl]cyclohexyl]ethoxy]isophthalate), [OH-].[Na+] (sodium hydroxide). Solvent: O (Water), O1CCCC1 (tetrahydrofuran), C(C)OCC (Diethyl ether), O1CCCC1 (tetrahydrofuran), O (water). Reaction conditions: time 3 hour. Yields the product O([Si](C1=CC=CC=C1)(C1=CC=CC=C1)C(C)(C)C)CCC1(CCCCC1)CCOC1=CC(=CC(=C1)CO)CO (1-[2-[1-[2-(tert-Butyldiphenylsiloxy)ethyl]cyclohexyl]ethoxy]-3,5-dihydroxymethylbenzene). Isolated yield 83.8%. RXN SMILES: [H-].[Al+3].[Li+].[H-].[H-].[H-].[O:7]([CH2:25][CH2:26][C:27]1([CH2:33][CH2:34][O:35][C:36]2[CH:37]=[C:38]([C:45]([O-])=[O:46])[CH:39]=[C:40]([CH:44]=2)[C:41]([O-])=[O:42])[CH2:32][CH2:31][CH2:30][CH2:29][CH2:28]1)[Si:8]([C:21]([CH3:24])([CH3:23])[CH3:22])([C:15]1[CH:20]=[CH:19][CH:18]=[CH:17][CH:16]=1)[C:9]1[CH:14]=[CH:13][CH:12]=[CH:11][CH:10]=1.[OH-].[Na+]>O1CCCC1.O.C(OCC)C>[O:7]([CH2:25][CH2:26][C:27]1([CH2:33][CH2:34][O:35][C:36]2[CH:44]=[C:40]([CH2:41][OH:42])[CH:39]=[C:38]([CH2:45][OH:46])[CH:37]=2)[CH2:32][CH2:31][CH2:30][CH2:29][CH2:28]1)[Si:8]([C:21]([CH3:24])([CH3:23])[CH3:22])([C:15]1[CH:16]=[CH:17][CH:18]=[CH:19][CH:20]=1)[C:9]1[CH:10]=[CH:11][CH:12]=[CH:13][CH:14]=1 |f:0.1.2.3.4.5,7.8|. Procedure: Lithium aluminum hydride (172 mg) was suspended in tetrahydrofuran (10 mL). To this was added a solution of dimethyl 5-[2-[1-[2-(tert-butyldiphenylsiloxy)ethyl]cyclohexyl]ethoxy]isophthalate (synthesized in Example 24) (1.30 g) in tetrahydrofuran (15 mL) dropwise at room temperature. The suspension was stirred for 3 hours. Water (0.16 mL) was added to the suspension and it was stirred for 10 minutes. A 15% aqueous sodium hydroxide solution (0.16 mL) was added to the suspension and it was stirred... Starting materials: BrCC=Cc1ccccc1, O=C1Nc2ccccc2N=C2CCCC12, CN(C)C=O, [Cl-], [H-], [NH4+], [Na+], O. Product: O=C1C2CCCC2=Nc2ccccc2N1CC=Cc1ccccc1. RXN SMILES: [CH2:18]([CH:19]=[CH:20][c:21]1[cH:22][cH:23][cH:24][cH:25][cH:26]1)[Br:27].[CH2:1]1[CH2:2][CH2:3][C:4]2=[N:10][c:9]3[c:8]([cH:14][cH:13][cH:12][cH:11]3)[NH:7][C:6](=[O:15])[CH:5]12.[CH3:30][N:31]([CH3:32])[CH:33]=[O:34].[Cl-:28].[H-:16].[NH4+:29].[Na+:17].[OH2:35]>>[CH2:1]1[CH2:2][CH2:3][C:4]2=[N:10][c:9]3[c:8]([cH:14][cH:13][cH:12][cH:11]3)[N:7]([CH2:18][CH:19]=[CH:20][c:21]3[cH:22][cH:23][cH:24][cH:25][cH:26]3)[C:6](=[O:15])[CH:5]12. Reactants: ClC1=CC(=CN1)C(=O)OC (Methyl 5-chloropyrrole-3-carboxylate), [OH-].[Na+] (sodium hydroxide). Run in CO (methanol). Product: ClC1=CC(=CN1)C(=O)O (5-Chloropyrrole-3-carboxylic Acid). Reaction SMILES: [Cl:1][C:2]1[NH:6][CH:5]=[C:4]([C:7]([O:9]C)=[O:8])[CH:3]=1.[OH-].[Na+]>CO>[Cl:1][C:2]1[NH:6][CH:5]=[C:4]([C:7]([OH:9])=[O:8])[CH:3]=1 |f:1.2|. Procedure: Methyl 5-chloropyrrole-3-carboxylate (900 g.) was refluxed for 9 hours with 20 ml. of methanol and 10 ml. of 1 N sodium hydroxide. Methanol was removed by evaporation, the aqueous residue was diluted with approximately 10 ml. of water and extracted twice with ether. The aqueous phase was acidified with conc. hydrochloric acid and product extracted into ethyl acetate. The three ethyl acetate extracts were combined, washed with saturated sodium chloride, dried over anhydrous sodium sulfate and eva... Starting materials: C(C)(C)(C)[Si](OC1CNC1)(C1=CC=CC=C1)C1=CC=CC=C1 (3-(tert-butyl-diphenyl-silanyloxy)-azetidine), S(=O)(=O)(N)N (sulfamide). The product is C(C)(C)(C)[Si](OC1CN(C1)S(=O)(=O)N)(C1=CC=CC=C1)C1=CC=CC=C1 (3-(tert-Butyl-diphenyl-silanyloxy)-azetidine-1-sulfonamide). RXN SMILES: [C:1]([Si:5]([C:17]1[CH:22]=[CH:21][CH:20]=[CH:19][CH:18]=1)([C:11]1[CH:16]=[CH:15][CH:14]=[CH:13][CH:12]=1)[O:6][CH:7]1[CH2:10][NH:9][CH2:8]1)([CH3:4])([CH3:3])[CH3:2].[S:23](N)([NH2:26])(=[O:25])=[O:24]>O1CCOCC1>[C:1]([Si:5]([C:11]1[CH:12]=[CH:13][CH:14]=[CH:15][CH:16]=1)([C:17]1[CH:22]=[CH:21][CH:20]=[CH:19][CH:18]=1)[O:6][CH:7]1[CH2:8][N:9]([S:23]([NH2:26])(=[O:25])=[O:24])[CH2:10]1)([CH3:4])([CH3:2])[CH3:3]. Solvent: O1CCOCC1 (dioxane). Reported procedure: The subtitle compound was prepared according to the procedure outlined in example 15 step (i) using 3-(tert-butyl-diphenyl-silanyloxy)-azetidine (prepared according to patent WO 2003/072557) (0.93 g), dioxane (20 ml) and sulfamide (0.34 g). Isolation was by filtration to remove excess sulfamide, the filtrate was then reduced in vacuo to give the subtitle compound as a brown oil. Yield: 1.2 g Reactants: [N-]=[N+]=[N-].[Na+] (sodium azide), NC1=C(C=O)C=C(C=C1Br)Cl (2-amino-3-bromo-5-chlorobenzaldehyde), Cl (hydrochloric acid), N(=O)[O-].[Na+] (sodium nitrite). Run in O (water), O (water), O (water). Reaction conditions: time 30 minute. Product: N(=[N+]=[N-])C1=C(C=O)C=C(C=C1Br)Cl (2-Azido-3-bromo-5-chlorobenzaldehyde). Reaction SMILES: [NH2:1][C:2]1[C:9]([Br:10])=[CH:8][C:7]([Cl:11])=[CH:6][C:3]=1[CH:4]=[O:5].Cl.N([O-])=O.[Na+].[N-:17]=[N+:18]=[N-].[Na+]>O>[N:1]([C:2]1[C:9]([Br:10])=[CH:8][C:7]([Cl:11])=[CH:6][C:3]=1[CH:4]=[O:5])=[N+:17]=[N-:18] |f:2.3,4.5|. Procedure details: To a suspension of 2-amino-3-bromo-5-chlorobenzaldehyde (3.0 g, 12.8 mmol) in a water (4 mL) and hydrochloric acid (4 mL) mixture at 0° C. was added a solution of sodium nitrite (1.1 g, 16.0 mmol) in water (ca. 2 mL) dropwise. After 30 min, the ice bath was removed and the reaction stirred at room temperature for 30 min forming a white suspension. The solids were removed by filtration. The mother liquor was cooled to 0° C. and treated with sodium azide (0.8 g, 12.8 mmol) in water (2.0 mL). The i... Reactants: BrCc1ccccc1, CCO, [Na], CCOC(=O)CC(=O)CC(=O)OCC. Yields the product CCOC(=O)CC(=O)C(Cc1ccccc1)C(=O)OCC. RXN SMILES: [Br:16][CH2:17][c:18]1[cH:19][cH:20][cH:21][cH:22][cH:23]1.[CH3:24][CH2:25][OH:26].[Na:1].[O:2]=[C:3]([CH2:4][C:5](=[O:6])[O:7][CH2:8][CH3:9])[CH2:10][C:11](=[O:12])[O:13][CH2:14][CH3:15]>>[O:2]=[C:3]([CH2:4][C:5](=[O:6])[O:7][CH2:8][CH3:9])[CH:10]([C:11](=[O:12])[O:13][CH2:14][CH3:15])[CH2:17][c:18]1[cH:19][cH:20][cH:21][cH:22][cH:23]1.